From a dataset of the Open Reaction Database (ORD), a public repository of structured organic reaction records. describe an organic reaction: reactants, conditions, products, and yield The reactants are CC#N, CCO, CCOC(=O)c1ccc(C#Cc2ccc(CN(CC)C3CC3)c(C(C)C)c2)cc1, [Na+], C1CCOC1, [OH-]. Yields the product CCN(Cc1ccc(C#Cc2ccc(C(=O)O)cc2)cc1C(C)C)C1CC1. As a reaction SMILES: [CH3:32][C:33]#[N:34].[CH3:35][CH2:36][OH:37].[CH:1]1([N:4]([CH2:5][CH3:6])[CH2:7][c:8]2[c:9]([CH:27]([CH3:28])[CH3:29])[cH:10][c:11]([C:14]#[C:15][c:16]3[cH:17][cH:18][c:19]([C:20](=[O:21])[O:22][CH2:23][CH3:24])[cH:25][cH:26]3)[cH:12][cH:13]2)[CH2:2][CH2:3]1.[Na+:31].[O:38]1[CH2:39][CH2:40][CH2:41][CH2:42]1.[OH-:30]>>[CH:1]1([N:4]([CH2:5][CH3:6])[CH2:7][c:8]2[c:9]([CH:27]([CH3:28])[CH3:29])[cH:10][c:11]([C:14]#[C:15][c:16]3[cH:17][cH:18][c:19]([C:20](=[O:21])[OH:22])[cH:25][cH:26]3)[cH:12][cH:13]2)[CH2:2][CH2:3]1. The reactants are NC1=NC=NC2=CC(=CC=C12)CN1C(C(NCC1)COC)=O (1-(4-amino-quinazoline-7-ylmethyl)-3-methoxymethyl-piperazine-2-one), ClC1=CC=C(C=C1)N=C=O (4-chlorophenyl isocyanate), C(=O)(C(F)(F)F)O (TFA). Procedure details: The title compound is prepared as described in EXAMPLE 436 using 1-(4-amino-quinazoline-7-ylmethyl)-3-methoxymethyl-piperazine-2-one, EXAMPLE 75, and 4-chlorophenyl isocyanate. 1H NMR (DMSO-d6, 300 MHz) δ9.77 (bs, 2H), 8.81 (s, 1H), 8.70 (s, 1H), 8.40 (d, 1H), 7.64 (d, 1H), 7.61 (s, 1H), 7.49 (d, 2H), 7.28 (d, 2H), 4.88 (m, 1H), 4.80 (AB, 2H), 4.19 (m, 1H), 3.96 (m, 1H), 3.74-3.42 (m, 4H), 3.28 (s, 3H). ESI MS, [M+H]+=455,457 (Cl pattern). Anal. (C22H23ClN6O3.TFA.1.5H2O) C, H, N. As a reaction SMILES: [NH2:1][C:2]1[C:11]2[C:6](=[CH:7][C:8]([CH2:12][N:13]3[CH2:18][CH2:17][NH:16][CH:15]([CH2:19][O:20][CH3:21])[C:14]3=[O:22])=[CH:9][CH:10]=2)[N:5]=[CH:4][N:3]=1.[Cl:23][C:24]1[CH:29]=[CH:28][C:27]([N:30]=[C:31]=[O:32])=[CH:26][CH:25]=1.C(O)(C(F)(F)F)=O>>[Cl:23][C:24]1[CH:29]=[CH:28][C:27]([NH:30][C:31]([N:16]2[CH2:17][CH2:18][N:13]([CH2:12][C:8]3[CH:7]=[C:6]4[C:11]([C:2]([NH2:1])=[N:3][CH:4]=[N:5]4)=[CH:10][CH:9]=3)[C:14](=[O:22])[C@@H:15]2[CH2:19][O:20][CH3:21])=[O:32])=[CH:26][CH:25]=1. Yields the product ClC1=CC=C(C=C1)NC(=O)N1[C@H](C(N(CC1)CC1=CC=C2C(=NC=NC2=C1)N)=O)COC (4-(4-Amino-quinazolin-7-ylmethyl)-2-(S)-methoxymethyl-3-oxo-piperazine-1-carboxylic acid (4-chloro-phenyl)-amide). Reactants: C(C)(C)(C)C1=C(C(=CC(=C1)C)C(C)(C)C)O (2,6-di-tert-butyl-4-methylphenol), styrene/maleic anhydride copolymer, C(C)(=O)O (acetic acid), C(C=C)N (allylamine). The solvent is O (water). Yields the product C(C=C)N1C(C=CC1=O)=O (N-allylmaleimide). As a reaction SMILES: [C:1]([OH:4])(=O)[CH3:2].[CH2:5]([NH2:8])[CH:6]=[CH2:7].C([C:13]1C=C(C)C=C(C(C)(C)C)[C:14]=1[OH:24])(C)(C)C>O>[CH2:5]([N:8]1[C:1](=[O:4])[CH:2]=[CH:13][C:14]1=[O:24])[CH:6]=[CH2:7]. Procedure: A mixture of 25 g of a commercial styrene/maleic anhydride copolymer (1/1 molar ratio, Mn 1600) and 250 mL of glacial acetic acid was stirred under nitrogen while 7.1 g of allylamine was added dropwise over a period of 10 min. The mixture was then heated at 114° for 2 hours. The clear solution was cooled, treated with 0.125 g of 2,6-di-tert-butyl-4-methylphenol, and added with stirring to about 2500 mL of water. The precipitated polymer was filtered, washed, re-dissolved in about 700 mL of aceto... Reactants: O.C1(=CC=C(C=C1)S(=O)(=O)O)C (p-toluenesulfonic acid monohydrate), C(C)OC[C@@H]1N(C(O[C@H]1C)(C)C)C(=O)OC(C)(C)C ((4S,5S)-tert-butyl 4-(ethoxymethyl)-2,2,5-trimethyloxazolidine-3-carboxylate), C([O-])(O)=O.[Na+] (sodium bicarbonate). Run in CO (Methanol), CO (methanol). Run at time 8 hour. The product is C(C)(C)(C)OC(N[C@@H](COCC)[C@H](C)O)=O (tert-butyl((2S,3S)-1-ethoxy-3-hydroxybutan-2-yl)carbamate). Reaction SMILES: O.C1(C)C=CC(S(O)(=O)=O)=CC=1.[CH2:13]([O:15][CH2:16][C@H:17]1[C@H:21]([CH3:22])[O:20]C(C)(C)[N:18]1[C:25]([O:27][C:28]([CH3:31])([CH3:30])[CH3:29])=[O:26])[CH3:14].C(=O)(O)[O-].[Na+]>CO>[C:28]([O:27][C:25](=[O:26])[NH:18][C@H:17]([C@@H:21]([OH:20])[CH3:22])[CH2:16][O:15][CH2:13][CH3:14])([CH3:29])([CH3:30])[CH3:31] |f:0.1,3.4|. Procedure details: Methanol (130 mL) and p-toluenesulfonic acid monohydrate (134 mg) were added to (4S,5S)-tert-butyl 4-(ethoxymethyl)-2,2,5-trimethyloxazolidine-3-carboxylate obtained in the above-described Step 1 (1.34 g), and the reaction solution was stirred at room temperature overnight. An aqueous sodium bicarbonate solution was added to the reaction solution, and methanol was evaporated under vacuum. Water and ethyl acetate were added, the organic layer was separated, and then washed with a saturated saline... Reactants: IC1=NNC2=NC(=NC=C21)C (3-iodo-6-methyl-1H-pyrazolo[3,4-d]pyrimidine), C([O-])([O-])=O.[Cs+].[Cs+] (caesium carbonate), FC1=C(CBr)C=CC=C1 (2-fluorobenzyl bromide). Run in CN(C)C=O (DMF), CN(C)C=O (DMF), O (water). Conditions: time 8 hour. Yields the product FC1=C(CN2N=C(C=3C2=NC(=NC3)C)I)C=CC=C1 (1-(2-Fluorobenzyl)-3-iodo-6-methyl-1H-pyrazolo[3,4-d]pyrimidine). The yield is 20.3%. As a reaction SMILES: [I:1][C:2]1[C:10]2[C:5](=[N:6][C:7]([CH3:11])=[N:8][CH:9]=2)[NH:4][N:3]=1.C(=O)([O-])[O-].[Cs+].[Cs+].[F:18][C:19]1[CH:26]=[CH:25][CH:24]=[CH:23][C:20]=1[CH2:21]Br>CN(C=O)C.O>[F:18][C:19]1[CH:26]=[CH:25][CH:24]=[CH:23][C:20]=1[CH2:21][N:4]1[C:5]2=[N:6][C:7]([CH3:11])=[N:8][CH:9]=[C:10]2[C:2]([I:1])=[N:3]1 |f:1.2.3|. Procedure details: 7.950 g (13.76 mmol) of 3-iodo-6-methyl-1H-pyrazolo[3,4-d]pyrimidine and 4.930 g (15.13 mmol) of caesium carbonate were put in 20 ml DMF and 2.860 g (15.13 mmol) of 2-fluorobenzyl bromide dissolved in 5 ml DMF was added. The reaction mixture was stirred overnight at RT, diluted with 100 ml water and extracted with ethyl acetate. The organic phase was dried over sodium sulphate and concentrated in a rotary evaporator. The residue was purified by preparative HPLC (eluent: acetonitrile/water, gradi...